This data is from the Open Reaction Database (ORD), a public repository of structured organic reaction records. The task is: describe an organic reaction: reactants, conditions, products, and yield The reactants are C1(=CC=CC=C1)S(=O)(=O)C1=C(NC2=CC=C(C=C12)Cl)C(=O)O (3-phenylsulfonyl-5-chloroindole-2-carboxylic acid), NCCCN1C=NC=C1 (1-(3-aminopropyl)imidazole). Product: N1(C=NC=C1)CCCNC(=O)C=1NC2=CC=C(C=C2C1S(=O)(=O)C1=CC=CC=C1)Cl (N-[3-(imidazol-1-yl)propyl]-3-phenylsulfonyl-5-chloroindole-2-carboxamide). As a reaction SMILES: [C:1]1([S:7]([C:10]2[C:18]3[C:13](=[CH:14][CH:15]=[C:16]([Cl:19])[CH:17]=3)[NH:12][C:11]=2[C:20]([OH:22])=O)(=[O:9])=[O:8])[CH:6]=[CH:5][CH:4]=[CH:3][CH:2]=1.[NH2:23][CH2:24][CH2:25][CH2:26][N:27]1[CH:31]=[CH:30][N:29]=[CH:28]1>>[N:27]1([CH2:26][CH2:25][CH2:24][NH:23][C:20]([C:11]2[NH:12][C:13]3[C:18]([C:10]=2[S:7]([C:1]2[CH:6]=[CH:5][CH:4]=[CH:3][CH:2]=2)(=[O:8])=[O:9])=[CH:17][C:16]([Cl:19])=[CH:15][CH:14]=3)=[O:22])[CH:31]=[CH:30][N:29]=[CH:28]1. Procedure: Reaction of the 3-phenylsulfonyl-5-chloroindole-2-carboxylic acid with 1-(3-aminopropyl)imidazole under the conditions of Example 37 gave the title compound, mp 216°-217.5° C.